This data is from the Open Reaction Database (ORD), a public repository of structured organic reaction records. The task is: describe an organic reaction: reactants, conditions, products, and yield Starting materials: CC(C)OC(=O)/N=N/C(=O)OC(C)C (Diisopropylazodicarboxylate), N1(N=CN=C1)CC(=O)N1[C@@H](C[C@H](C1)O)C(=O)NC1=CC=C(C=C1)OC1=CC=C(C=C1)F ((2S,4R)-1-(2-(1H-1,2,4-triazol-1-yl)acetyl)-N-(4-(4-fluorophenoxy)phenyl)-4-hydroxypyrrolidine-2-carboxamide), C1(=CC=CC=C1)O (phenol), C1(=CC=CC=C1)P(C1=CC=CC=C1)C1=CC=CC=C1 (triphenylphosphine). The solvent is C1CCOC1 (THF). Reaction conditions: temperature 60 celsius. Yields the product Compound 259, N1(N=CN=C1)CC(=O)N1[C@@H](C[C@H](C1)OC1=CC=CC=C1)C(=O)NC1=CC=C(C=C1)OC1=CC=C(C=C1)F ((2S,4R)-1-(2-(1H-1,2,4-triazol-1-yl)acetyl)-N-(4-(4-fluorophenoxy)phenyl)-4-phenoxypyrrolidine-2-carboxamide). The yield is 2.2%. Reaction SMILES: CC(OC(/N=N/C(OC(C)C)=O)=O)C.[N:15]1([CH2:20][C:21]([N:23]2[CH2:27][C@H:26]([OH:28])[CH2:25][C@H:24]2[C:29]([NH:31][C:32]2[CH:37]=[CH:36][C:35]([O:38][C:39]3[CH:44]=[CH:43][C:42]([F:45])=[CH:41][CH:40]=3)=[CH:34][CH:33]=2)=[O:30])=[O:22])[CH:19]=[N:18][CH:17]=[N:16]1.[C:46]1(O)[CH:51]=[CH:50][CH:49]=[CH:48][CH:47]=1.C1(P(C2C=CC=CC=2)C2C=CC=CC=2)C=CC=CC=1>C1COCC1>[N:15]1([CH2:20][C:21]([N:23]2[CH2:27][C@H:26]([O:28][C:46]3[CH:51]=[CH:50][CH:49]=[CH:48][CH:47]=3)[CH2:25][C@H:24]2[C:29]([NH:31][C:32]2[CH:33]=[CH:34][C:35]([O:38][C:39]3[CH:40]=[CH:41][C:42]([F:45])=[CH:43][CH:44]=3)=[CH:36][CH:37]=2)=[O:30])=[O:22])[CH:19]=[N:18][CH:17]=[N:16]1. Procedure: Diisopropylazodicarboxylate (0.111 mL, 0.551 mmol) was added to a flask charged with (2S,4R)-1-(2-(1H-1,2,4-triazol-1-yl)acetyl)-N-(4-(4-fluorophenoxy)phenyl)-4-hydroxypyrrolidine-2-carboxamide (233 mg, 0.551 mmol), prepared as in Reference 11, phenol (52 mg, 0.55 mmol), triphenylphosphine (145 mg, 0.551 mmol) and THF (3 mL). The reaction mixture was heated at 60° C. for 30 minutes and then concentrated. Product was purified from the residue by reverse phase HPLC to give Compound 259, (2S,4R)-1-... Reported procedure: A solution of 6 g (19.26 mmol) trans-3-[4-(tert-Butoxy carbonyl methyl-amino)-cyclohexyl]-acrylic acid ethyl-ester and 600 mg of Pd/C (10%) was stirred over H2-atmosphere for 20 h. After filtration of the solution, the methanol was evaporated under reduced pressure to yield 5.82 g of clean trans-3-[4-(tert-Butoxycarbonyl methyl-amino)cyclohexyl]-propanoic acid ethyl-ester. To a solution of this ester in 60 ml of THF was added 917 mg (40 mmol) LiBH4. The solution was refluxed for 8 h and then coo... As a reaction SMILES: C([O:3][C:4](=O)[CH2:5][CH2:6][C@H:7]1[CH2:12][CH2:11][C@H:10]([N:13]([C:15]([O:17][C:18]([CH3:21])([CH3:20])[CH3:19])=[O:16])[CH3:14])[CH2:9][CH2:8]1)C.[Li+].[BH4-].Cl>C1COCC1>[C:18]([O:17][C:15](=[O:16])[N:13]([C@H:10]1[CH2:9][CH2:8][C@H:7]([CH2:6][CH2:5][CH2:4][OH:3])[CH2:12][CH2:11]1)[CH3:14])([CH3:19])([CH3:21])[CH3:20] |f:1.2|. Yields the product C(C)(C)(C)OC(N(C)[C@@H]1CC[C@H](CC1)CCCO)=O (trans-[4-(3-Hydroxy-propyl)-cyclohexyl]-methyl-carbamic acid tert-butyl ester). The solvent is C1CCOC1 (THF). The reactants are C(C)OC(CC[C@@H]1CC[C@H](CC1)N(C)C(=O)OC(C)(C)C)=O (trans-3-[4-(tert-Butoxycarbonyl methyl-amino)cyclohexyl]-propanoic acid ethyl-ester), [Li+].[BH4-] (LiBH4), Cl (HCl). Isolated yield 73.0%. Reaction conditions: temperature 0 celsius. Reactants: FC=1C=C(C=CC1OC1=CC=NC2=CC(=C(C=C12)OC=O)OCCCN1CCOCC1)NC(=O)[C@]1([C@@H](C1)C)C(=O)NC1=CC=C(C=C1)F ((1R,2R)—N-[3-fluoro-4-({6-(methoyloxy)-7-[(3-morpholin-4-ylpropyl)oxy]-quinolin-4-yl}oxy)phenyl]-N′-(4-fluorophenyl)-2-methylcyclopropane-1,1-dicarboxamide), Cl.ClCCCN1CCOCC1 (4-(3-chloropropyl)morpholine hydrochloride), C(=O)([O-])[O-].[K+].[K+] (K2CO3), CCOC(=O)C (EtOAc). Solvent: CN(C)C=O (DMF). Conditions: temperature 80 celsius, time 5 hour. The product is FC=1C=C(C=CC1OC1=CC=NC2=CC(=C(C=C12)OC)OCCCN1CCOCC1)NC(=O)[C@]1([C@@H](C1)C)C(=O)NC1=CC=C(C=C1)F ((1R,2R)—N-[3-fluoro-4-({6-(methyloxy)-7-[(3-morpholin-4-ylpropyl)oxy]quinolin-4-yl}oxy)phenyl]-N′-(4-fluorophenyl)-2-methylcyclopropane-1,1-dicarboxamide). RXN SMILES: [F:1][C:2]1[CH:3]=[C:4]([NH:32][C:33]([C@:35]2([C:39]([NH:41][C:42]3[CH:47]=[CH:46][C:45]([F:48])=[CH:44][CH:43]=3)=[O:40])[CH2:37][C@H:36]2[CH3:38])=[O:34])[CH:5]=[CH:6][C:7]=1[O:8][C:9]1[C:18]2[C:13](=[CH:14][C:15]([O:22][CH2:23][CH2:24][CH2:25][N:26]3[CH2:31][CH2:30][O:29][CH2:28][CH2:27]3)=[C:16]([O:19][CH:20]=O)[CH:17]=2)[N:12]=[CH:11][CH:10]=1.Cl.ClCCCN1CCOCC1.C([O-])([O-])=O.[K+].[K+].CCOC(C)=O>CN(C=O)C>[F:1][C:2]1[CH:3]=[C:4]([NH:32][C:33]([C@:35]2([C:39]([NH:41][C:42]3[CH:47]=[CH:46][C:45]([F:48])=[CH:44][CH:43]=3)=[O:40])[CH2:37][C@H:36]2[CH3:38])=[O:34])[CH:5]=[CH:6][C:7]=1[O:8][C:9]1[C:18]2[C:13](=[CH:14][C:15]([O:22][CH2:23][CH2:24][CH2:25][N:26]3[CH2:31][CH2:30][O:29][CH2:28][CH2:27]3)=[C:16]([O:19][CH3:20])[CH:17]=2)[N:12]=[CH:11][CH:10]=1 |f:1.2,3.4.5|. Reported procedure: To a solution of the 7-hydroxyquinoline (80 mg, 0.15 mmol) in DMF (2 mL) was added 4-(3-chloropropyl)morpholine hydrochloride (62 mg, 0.31 mmol) and K2CO3 (64 mg, 0.46 mmol). The reaction mixture was then stirred at 80° C. for 5 h. After cooling, EtOAc (20 mL) was added. The EtOAc solution was washed twice with brine, and dried over Na2SO4. Removal of EtOAc and purification by column chromatography (CH2Cl2:MeOH=10:1) gave ′(1R,2R)—N-[3-fluoro-4-({6-(methyloxy)-7-[(3-morpholin-4-ylpropyl)oxy]quin... Starting materials: ClC1=C(C(=CC(=C1)C(F)(F)F)Cl)OC1=NNC(=C1)C (3-(2,6-Dichloro-4-trifluoromethylphenyloxy)-5-methylpyrazole), C(C)N=C=O (ethyl isocyanate). Product: C(C)NC(=O)N1N=C(C=C1C)OC1=C(C=C(C=C1Cl)C(F)(F)F)Cl (N-ethyl-3-(2,6-dichloro-4-trifluoromethylphenyloxy)-5-methylpyrazole-1-carboxamide). The yield is 62.8%. RXN SMILES: [Cl:1][C:2]1[CH:7]=[C:6]([C:8]([F:11])([F:10])[F:9])[CH:5]=[C:4]([Cl:12])[C:3]=1[O:13][C:14]1[CH:18]=[C:17]([CH3:19])[NH:16][N:15]=1.[CH2:20]([N:22]=[C:23]=[O:24])[CH3:21]>>[CH2:20]([NH:22][C:23]([N:16]1[C:17]([CH3:19])=[CH:18][C:14]([O:13][C:3]2[C:2]([Cl:1])=[CH:7][C:6]([C:8]([F:11])([F:9])[F:10])=[CH:5][C:4]=2[Cl:12])=[N:15]1)=[O:24])[CH3:21]. Procedure: 3-(2,6-Dichloro-4-trifluoromethylphenyloxy)-5-methylpyrazole was reacted with ethyl isocyanate in the same manner as in Example 17 to give a white solid of N-ethyl-3-(2,6-dichloro-4-trifluoromethylphenyloxy)-5-methylpyrazole-1-carboxamide (5.37 g, yield: 62.8%). Melting point: 80˜82° C., 1H-NMR (Acetone-d6, Acetone, ppm): δ1.10 (t, J=7.2 Hz, 3H), 2.55 (d, J=0.8 Hz, 3H), 3.25 (dq, J=6.1 and 7.2 Hz, 2H), 5.71 (q, J=0.8 Hz, 1H), 7.37˜7.48 (brt, 1H, J=6.1 Hz), 7.67 (q, 2H, JHF=0.7 Hz). Reactants: [Li]CCCC, CC(C)COC1C=CC(=O)N1, CCCCCC, C1CCOC1, O=S(=O)(Cl)c1ccccc1. The product is CC(C)COC1C=CC(=O)N1S(=O)(=O)c1ccccc1. Reaction SMILES: [CH2:1]([Li:2])[CH2:3][CH2:4][CH3:5].[CH2:6]([CH:7]([CH3:8])[CH3:9])[O:10][CH:11]1[CH:12]=[CH:13][C:14](=[O:16])[NH:15]1.[CH3:27][CH2:28][CH2:29][CH2:30][CH2:31][CH3:32].[O:33]1[CH2:34][CH2:35][CH2:36][CH2:37]1.[c:17]1([S:23](=[O:24])(=[O:25])[Cl:26])[cH:18][cH:19][cH:20][cH:21][cH:22]1>>[CH2:6]([CH:7]([CH3:8])[CH3:9])[O:10][CH:11]1[CH:12]=[CH:13][C:14](=[O:16])[N:15]1[S:23]([c:17]1[cH:18][cH:19][cH:20][cH:21][cH:22]1)(=[O:24])=[O:25]. Reactants: OC1CCCCC1Oc1ccc(Br)nc1, OC1CCCC1Oc1ccc(Br)cc1, [N-]=[N+]=NC1CCCC1Oc1ccc(Br)cc1, [N-]=[N+]=NC1CCCCC1Oc1ccc(Br)nc1, C1CCOC1, O, c1ccc(P(c2ccccc2)c2ccccc2)cc1. Yields the product NC1CCCCC1Oc1ccc(Br)nc1. As a reaction SMILES: [Br:18][c:19]1[n:20][cH:21][c:22]([O:23][CH:24]2[CH2:25][CH2:26][CH2:27][CH2:28][CH:29]2[OH:30])[cH:31][cH:32]1.[Br:33][c:34]1[cH:35][cH:36][c:37]([O:38][CH:39]2[CH2:40][CH2:41][CH2:42][CH:43]2[OH:44])[cH:45][cH:46]1.[Br:47][c:48]1[cH:49][cH:50][c:51]([O:52][CH:53]2[CH2:54][CH2:55][CH2:56][CH:57]2[N:58]=[N+:59]=[N-:60])[cH:61][cH:62]1.[N:1](=[N+:2]=[N-:3])[CH:4]1[CH:5]([O:10][c:11]2[cH:12][cH:13][c:14]([Br:17])[n:15][cH:16]2)[CH2:6][CH2:7][CH2:8][CH2:9]1.[O:82]1[CH2:83][CH2:84][CH2:85][CH2:86]1.[OH2:87].[c:63]1([P:64]([c:65]2[cH:66][cH:67][cH:68][cH:69][cH:70]2)[c:71]2[cH:72][cH:73][cH:74][cH:75][cH:76]2)[cH:77][cH:78][cH:79][cH:80][cH:81]1>>[NH2:1][CH:4]1[CH:5]([O:10][c:11]2[cH:12][cH:13][c:14]([Br:17])[n:15][cH:16]2)[CH2:6][CH2:7][CH2:8][CH2:9]1.